Dataset: the Open Reaction Database (ORD), a public repository of structured organic reaction records. Task: describe an organic reaction: reactants, conditions, products, and yield Reactants: CC(=O)[O-], CC(=O)[O-], Cc1ccccc1, CCOC(=O)C=[N+]=[N-], CCCc1c(Cc2ccc(-c3ccccc3C#N)cc2)c(=O)n(C2CCC(O)CC2)c2nc(C(F)(F)F)nn12, [Rh+2]. The product is CCCc1c(Cc2ccc(-c3ccccc3C#N)cc2)c(=O)n(C2CCC(OCC(=O)OCC)CC2)c2nc(C(F)(F)F)nn12. Reaction SMILES: [C:48]([O-:49])(=[O:50])[CH3:51].[C:53]([O-:54])(=[O:55])[CH3:56].[CH3:57][c:58]1[cH:59][cH:60][cH:61][cH:62][cH:63]1.[N+:40](=[N-:41])=[CH:42][C:43](=[O:44])[O:45][CH2:46][CH3:47].[OH:1][CH:2]1[CH2:3][CH2:4][CH:5]([n:8]2[c:9]3[n:10]([c:11]([CH2:30][CH2:31][CH3:32])[c:12]([CH2:15][c:16]4[cH:17][cH:18][c:19](-[c:22]5[c:23]([C:28]#[N:29])[cH:24][cH:25][cH:26][cH:27]5)[cH:20][cH:21]4)[c:13]2=[O:14])[n:33][c:34]([C:36]([F:37])([F:38])[F:39])[n:35]3)[CH2:6][CH2:7]1.[Rh+2:52]>>[O:1]([CH:2]1[CH2:3][CH2:4][CH:5]([n:8]2[c:9]3[n:10]([c:11]([CH2:30][CH2:31][CH3:32])[c:12]([CH2:15][c:16]4[cH:17][cH:18][c:19](-[c:22]5[c:23]([C:28]#[N:29])[cH:24][cH:25][cH:26][cH:27]5)[cH:20][cH:21]4)[c:13]2=[O:14])[n:33][c:34]([C:36]([F:37])([F:38])[F:39])[n:35]3)[CH2:6][CH2:7]1)[CH2:42][C:43](=[O:44])[O:45][CH2:46][CH3:47]. Starting materials: Cl (HCl), C(C)(=O)Cl (acetyl chloride), ice, C(CCCCCCC\C=C/CCCCCCCC)O ((Z)-9-Octadecen-1-ol), N1=CC=CC=C1 (pyridine). Run in CCOCC (ether), C1=CC=CC=C1 (benzene), C1=CC=CC=C1 (benzene). Yields the product C(C)(=O)OCCCCCCCC\C=C/CCCCCCCC ((Z)-9-Octadecen-1-ol acetate). The yield is 88.2%. As a reaction SMILES: [C:1](Cl)(=[O:3])[CH3:2].[CH2:5]([OH:23])[CH2:6][CH2:7][CH2:8][CH2:9][CH2:10][CH2:11][CH2:12]/[CH:13]=[CH:14]\[CH2:15][CH2:16][CH2:17][CH2:18][CH2:19][CH2:20][CH2:21][CH3:22].N1C=CC=CC=1.Cl>C1C=CC=CC=1.CCOCC>[C:1]([O:23][CH2:5][CH2:6][CH2:7][CH2:8][CH2:9][CH2:10][CH2:11][CH2:12]/[CH:13]=[CH:14]\[CH2:15][CH2:16][CH2:17][CH2:18][CH2:19][CH2:20][CH2:21][CH3:22])(=[O:3])[CH3:2]. Procedure details: a solution of 2.8 g of acetyl chloride in 10 ml of dry benzene was added dropwise, with stirring, to an ice-cold solution of compound III (5.0 g) and 2.8 g of pyridine in 20 ml of dry benzene. Following addition, stirring was maintained at room temperature for 30 minutes and the mixture was then refluxed for 2 hours. The cooled mixture was diluted with 30 ml of ether and treated with sufficient cold 5% HCl to make the mixture strongly acid. The layers were separated and the aqueous layer was sha... Reactants: [C+4], CC(=O)[O-], CO, COCCCCn1c(-c2ccccc2)nc(Cl)c1C(=O)N(CC(C)C)C1CC(C(=O)N2CCOCC2)CN(C(=O)OC(C)(C)C)C1, [K+], [OH-], [OH-], [OH-], [OH-], [OH-], [OH-], [Pd+2]. Yields the product COCCCCn1c(C(=O)N(CC(C)C)C2CC(C(=O)N3CCOCC3)CN(C(=O)OC(C)(C)C)C2)cnc1-c1ccccc1. As a reaction SMILES: [C+4:54].[CH3:48][C:49](=[O:50])[O-:51].[CH3:52][OH:53].[Cl:1][c:2]1[n:3][c:4](-[c:41]2[cH:42][cH:43][cH:44][cH:45][cH:46]2)[n:5]([CH2:35][CH2:36][CH2:37][CH2:38][O:39][CH3:40])[c:6]1[C:7](=[O:8])[N:9]([CH:10]1[CH2:11][N:12]([C:24](=[O:25])[O:26][C:27]([CH3:28])([CH3:29])[CH3:30])[CH2:13][CH:14]([C:16](=[O:17])[N:18]2[CH2:19][CH2:20][O:21][CH2:22][CH2:23]2)[CH2:15]1)[CH2:31][CH:32]([CH3:33])[CH3:34].[K+:47].[OH-:55].[OH-:57].[OH-:58].[OH-:59].[OH-:60].[OH-:61].[Pd+2:56]>>[cH:2]1[n:3][c:4](-[c:41]2[cH:42][cH:43][cH:44][cH:45][cH:46]2)[n:5]([CH2:35][CH2:36][CH2:37][CH2:38][O:39][CH3:40])[c:6]1[C:7](=[O:8])[N:9]([CH:10]1[CH2:11][N:12]([C:24](=[O:25])[O:26][C:27]([CH3:28])([CH3:29])[CH3:30])[CH2:13][CH:14]([C:16](=[O:17])[N:18]2[CH2:19][CH2:20][O:21][CH2:22][CH2:23]2)[CH2:15]1)[CH2:31][CH:32]([CH3:33])[CH3:34]. The reactants are O1C(CCCC1)OCCC=1N=CC(=NC1)C(=O)OC (methyl 5-[2-(tetrahydro-2H-pyran-2-yloxy)ethyl]pyrazine-2-carboxylate), [OH-].[Na+] (sodium hydroxide), Cl (hydrochloric acid). Run in [Cl-].[Na+].O (brine), CO (methanol). Run at time 2 hour. The product is O1C(CCCC1)OCCC=1N=CC(=NC1)C(=O)O (5-[2-(tetrahydro-2H-pyran-2-yloxy)ethyl]pyrazine-2-carboxylic acid). Isolated yield 116.4%. RXN SMILES: [O:1]1[CH2:6][CH2:5][CH2:4][CH2:3][CH:2]1[O:7][CH2:8][CH2:9][C:10]1[N:11]=[CH:12][C:13]([C:16]([O:18]C)=[O:17])=[N:14][CH:15]=1.[OH-].[Na+].Cl>CO.[Cl-].[Na+].O>[O:1]1[CH2:6][CH2:5][CH2:4][CH2:3][CH:2]1[O:7][CH2:8][CH2:9][C:10]1[N:11]=[CH:12][C:13]([C:16]([OH:18])=[O:17])=[N:14][CH:15]=1 |f:1.2,5.6.7|. Procedure: To a solution of methyl 5-[2-(tetrahydro-2H-pyran-2-yloxy)ethyl]pyrazine-2-carboxylate (1.36 g) in methanol (20 mL) was added 1 M aqueous sodium hydroxide solution (15 mL) under ice-cooling. It was stirred at room temperature for 2 hours. To the reaction mixture was added 1 M hydrochloric acid under ice-cooling to adjust the pH to 3. A saturated brine was added, followed by extraction with a solvent (chloroform:methanol=4:1). The organic layer was dried over anhydrous magnesium sulfate, filtered... Reactants: CN1C(=NC(=C1C)C)C=O (1,4,5-Trimethylimidazol-2-carboxaldehyde), N1C=CC=C1 (pyrrole). Solvent: C(CC)(=O)O (propionic acid), three. Reaction conditions: time 8 hour. Product: CN1C(=NC(=C1C)C)C=1C2=CC=C(N2)C(=C2C=CC(C(=C3C=CC(=C(C=4C=CC1N4)C=4N(C(=C(N4)C)C)C)N3)C=3N(C(=C(N3)C)C)C)=N2)C=2N(C(=C(N2)C)C)C (5,10,15,20-Tetrakis(1,4,5-trimethylimidazol-2-yl)porphyrin). As a reaction SMILES: [CH3:1][N:2]1[C:6]([CH3:7])=[C:5]([CH3:8])[N:4]=[C:3]1[CH:9]=O.[NH:11]1[CH:15]=[CH:14][CH:13]=[CH:12]1>C(O)(=O)CC>[CH3:1][N:2]1[C:6]([CH3:7])=[C:5]([CH3:8])[N:4]=[C:3]1[C:9]1[C:15]2[NH:11][C:12]([C:9]([C:3]3[N:2]([CH3:1])[C:6]([CH3:7])=[C:5]([CH3:8])[N:4]=3)=[C:12]3[N:11]=[C:15]([C:9]([C:3]4[N:2]([CH3:1])[C:6]([CH3:7])=[C:5]([CH3:8])[N:4]=4)=[C:12]4[NH:11][C:15](=[C:9]([C:3]5[N:2]([CH3:1])[C:6]([CH3:7])=[C:5]([CH3:8])[N:4]=5)[C:12]5[CH:13]=[CH:14][C:15]=1[N:11]=5)[CH:14]=[CH:13]4)[CH:14]=[CH:13]3)=[CH:13][CH:14]=2. Procedure details: 1,4,5-Trimethylimidazol-2-carboxaldehyde (37, 750 mg, 5.42 mmol), prepared according to literature procedure (Alcalde, E. et al, Tetrahedron 52:15171–15188 (1996)), was dissolved in propionic acid (120 mL) in a 250 mL three neck round-bottom flask equipped with a thermometer and a condenser. The solution was heated to reflux then pyrrole (0.38 mL, 5.42 mmol) was added. The reaction mixture was heated at reflux for an additional 5 h. then cooled to room temperature while exposed to air overnight.... The reactants are COC=C1C(NC(C2=CC=CC=C12)=O)=O (4-Methoxymethylene-4H-isoquinoline-1,3-dione), C1(=CC=C(C=C1)N)N (1,4-phenylenediamine). Solvent: CN(C=O)C (N,N-dimethylformamide). Reaction conditions: temperature 115 celsius, time 1.5 hour. Product: NC1=CC=C(C=C1)NC=C1C(NC(C2=CC=CC=C12)=O)=O (4-[(4-Amino-phenylamino)-methylene]-4H-isoquinoline-1,3-dione). Isolated yield 73.7%. RXN SMILES: CO[CH:3]=[C:4]1[C:13]2[C:8](=[CH:9][CH:10]=[CH:11][CH:12]=2)[C:7](=[O:14])[NH:6][C:5]1=[O:15].[C:16]1([NH2:23])[CH:21]=[CH:20][C:19]([NH2:22])=[CH:18][CH:17]=1>CN(C)C=O>[NH2:22][C:19]1[CH:20]=[CH:21][C:16]([NH:23][CH:3]=[C:4]2[C:13]3[C:8](=[CH:9][CH:10]=[CH:11][CH:12]=3)[C:7](=[O:14])[NH:6][C:5]2=[O:15])=[CH:17][CH:18]=1. Procedure: To a suspension of 4-Methoxymethylene-4H-isoquinoline-1,3-dione (203 mg, 1.0 mmol) in N,N-dimethylformamide (2.5 mL) is added 1,4-phenylenediamine (108 mg, 1.0 mmol). The reaction mixture is shaken at 115° C. for 1.5 hours. Upon cooling to ambient temperature, product precipitated out of solution. The product is recovered by filtration, rinsing with diethyl ether, and drying to yield 205.9 mg 4-[(4-Amino-phenylamino)-methylene]-4H-isoquinoline-1,3-dione. Starting materials: ClC=1C(C(=C(C(C1Cl)=O)C#N)C#N)=O (2,3-dichloro-5,6-dicyano-1,4-benzoquinone), BrC1=CC=C2C=3CCCCC3NC2=C1 (7-bromo-2,3,4,9-tetrahydro-1H-carbazole). Solvent: C1CCOC1 (THF), C1CCOC1 (THF), O (H2O). Run at temperature 0 celsius, time 45 minute. The product is BrC1=CC=C2C=3C(CCCC3NC2=C1)=O (7-Bromo-2,3-dihydro-1H-carbazol-4(9H)-one). Yield: 81.0%. As a reaction SMILES: [Br:1][C:2]1[CH:14]=[C:13]2[C:5]([C:6]3[CH2:7][CH2:8][CH2:9][CH2:10][C:11]=3[NH:12]2)=[CH:4][CH:3]=1.ClC1C(=O)C(C#N)=C(C#N)C(=[O:23])C=1Cl>C1COCC1.O>[Br:1][C:2]1[CH:14]=[C:13]2[C:5]([C:6]3[C:7](=[O:23])[CH2:8][CH2:9][CH2:10][C:11]=3[NH:12]2)=[CH:4][CH:3]=1. Procedure details: A solution 7-bromo-2,3,4,9-tetrahydro-1H-carbazole (2.87 g, 11.5 mmol) in THF (103 mL) and H2O (11.5 mL) was cooled to 0° C. and treated with a solution of 2,3-dichloro-5,6-dicyano-1,4-benzoquinone (5.23 g, 23.1 mmol) in THF (46 mL) at such a rate that the reaction mixture did not exceed 4° C. The resulting solution was allowed to stir for an additional 45 min at 0° C. The solution was concentrated to dryness under reduced pressure. The resulting solids were suspended in EtOAc (100 mL) and satur... Starting materials: CCOC(=O)C(C)Br, COc1ccc(C(=O)c2ccc(OC)cc2)cc1, [Zn], c1ccccc1. The product is CCOC(=O)C(C)C(O)(c1ccc(OC)cc1)c1ccc(OC)cc1. Reaction SMILES: [Br:1][CH:2]([C:3](=[O:4])[O:5][CH2:6][CH3:7])[CH3:8].[CH3:9][O:10][c:11]1[cH:12][cH:13][c:14]([C:15](=[O:16])[c:17]2[cH:18][cH:19][c:20]([O:23][CH3:24])[cH:21][cH:22]2)[cH:25][cH:26]1.[Zn:27].[cH:28]1[cH:29][cH:30][cH:31][cH:32][cH:33]1>>[CH:2]([C:3](=[O:4])[O:5][CH2:6][CH3:7])([CH3:8])[C:15]([c:14]1[cH:13][cH:12][c:11]([O:10][CH3:9])[cH:26][cH:25]1)([OH:16])[c:17]1[cH:18][cH:19][c:20]([O:23][CH3:24])[cH:21][cH:22]1.